From a dataset of the Open Reaction Database (ORD), a public repository of structured organic reaction records. describe an organic reaction: reactants, conditions, products, and yield Product: COc1cccc(NC(=O)Nc2ccc(Oc3ncnc4cc(OC)c(OC)cc34)cc2)c1. Reactants: CCOC(C)=O, COc1cc2ncnc(Oc3ccc(N)cc3)c2cc1OC, COc1cccc(N=C=O)c1, CCCCCC, Cc1ccccc1. Reaction SMILES: [C:34]([O:35][CH2:36][CH3:37])(=[O:38])[CH3:39].[CH3:1][O:2][c:3]1[cH:4][c:5]2[c:6]([O:15][c:16]3[cH:17][cH:18][c:19]([NH2:22])[cH:20][cH:21]3)[n:7][cH:8][n:9][c:10]2[cH:11][c:12]1[O:13][CH3:14].[CH3:23][O:24][c:25]1[cH:26][c:27]([N:31]=[C:32]=[O:33])[cH:28][cH:29][cH:30]1.[CH3:40][CH2:41][CH2:42][CH2:43][CH2:44][CH3:45].[CH3:46][c:47]1[cH:48][cH:49][cH:50][cH:51][cH:52]1>>[CH3:1][O:2][c:3]1[cH:4][c:5]2[c:6]([O:15][c:16]3[cH:17][cH:18][c:19]([NH:22][C:32]([NH:31][c:27]4[cH:26][c:25]([O:24][CH3:23])[cH:30][cH:29][cH:28]4)=[O:33])[cH:20][cH:21]3)[n:7][cH:8][n:9][c:10]2[cH:11][c:12]1[O:13][CH3:14]. The reactants are ClCCCl, CN, CCOC(C)=O, ClCCl, O=C(O)c1ccc(F)c([N+](=O)[O-])c1. Yields the product CNC(=O)c1ccc(F)c([N+](=O)[O-])c1. As a reaction SMILES: [CH2:14]([Cl:15])[CH2:16][Cl:17].[CH3:18][NH2:19].[CH3:23][CH2:24][O:25][C:26](=[O:27])[CH3:28].[Cl:20][CH2:21][Cl:22].[F:1][c:2]1[c:3]([N+:11](=[O:12])[O-:13])[cH:4][c:5]([C:6](=[O:7])[OH:8])[cH:9][cH:10]1>>[F:1][c:2]1[c:3]([N+:11](=[O:12])[O-:13])[cH:4][c:5]([C:6](=[O:7])[NH:19][CH3:18])[cH:9][cH:10]1.